This data is from the Open Reaction Database (ORD), a public repository of structured organic reaction records. The task is: describe an organic reaction: reactants, conditions, products, and yield Starting materials: Cl.NO (hydroxylamine hydrochloride), C(C1=CC=CC=C1)OC=1C=C2C=3C(=C(N=CC3NC2=CC1)C=O)COC (6-benzyloxy-4-methoxymethyl-β-carboline-3-carbaldehyde), [OH-].[K+] (potassium hydroxide). Run in C(C)O (ethanol), CN(C=O)C (dimethyl formamide). Run at time 1 hour. The product is C(C1=CC=CC=C1)OC=1C=C2C=3C(=C(N=CC3NC2=CC1)C=NO)COC (6-Benzyloxy-4-methoxymethyl-β-carboline-3-carbaldehyde Oxime). RXN SMILES: [CH2:1]([O:8][C:9]1[CH:10]=[C:11]2[C:19](=[CH:20][CH:21]=1)[NH:18][C:17]1[CH:16]=[N:15][C:14]([CH:22]=O)=[C:13]([CH2:24][O:25][CH3:26])[C:12]2=1)[C:2]1[CH:7]=[CH:6][CH:5]=[CH:4][CH:3]=1.Cl.[NH2:28][OH:29].[OH-].[K+]>CN(C)C=O.C(O)C>[CH2:1]([O:8][C:9]1[CH:10]=[C:11]2[C:19](=[CH:20][CH:21]=1)[NH:18][C:17]1[CH:16]=[N:15][C:14]([CH:22]=[N:28][OH:29])=[C:13]([CH2:24][O:25][CH3:26])[C:12]2=1)[C:2]1[CH:7]=[CH:6][CH:5]=[CH:4][CH:3]=1 |f:1.2,3.4|. Procedure details: 13.5 g of 6-benzyloxy-4-methoxymethyl-β-carboline-3-carbaldehyde is dissolved in 150 ml of dry dimethyl formamide (DMF) and there are added thereto 6 g of hydroxylamine hydrochloride and a solution of 6 g of potassium hydroxide in 30 ml of ethanol. The reaction mixture is stirred for one hour at room temperature, filtered, and the residue washed with 2×20 ml of DMF. The DMF fraction is combined with 200 ml of ice water, the precipitate is filtered off, washed with water, and dried. Yield: 9.6 g. Reactants: C(C1=CC=CC=C1)N1CCC(CC1)CCO (1-benzyl-4-(2-hydroxy-1-ethyl)piperidine), FC1=CC=C(C=C1)O (4-fluorophenol), C1(=CC=CC=C1)P(C1=CC=CC=C1)C1=CC=CC=C1 (triphenylphosphine), CCOC(=O)/N=N/C(=O)OCC (diethylazodicarboxylate). The solvent is CCOCC (ether), CCOCC (ether). Conditions: time 12 hour. Yields the product C(C1=CC=CC=C1)N1CCC(CC1)CCOC1=CC=C(C=C1)F (1-Benzyl-4-(2-(4-fluorophenoxy)ethyl)piperidine). Yield: 39.7%. As a reaction SMILES: [CH2:1]([N:8]1[CH2:13][CH2:12][CH:11]([CH2:14][CH2:15][OH:16])[CH2:10][CH2:9]1)[C:2]1[CH:7]=[CH:6][CH:5]=[CH:4][CH:3]=1.[F:17][C:18]1[CH:23]=[CH:22][C:21](O)=[CH:20][CH:19]=1.C1(P(C2C=CC=CC=2)C2C=CC=CC=2)C=CC=CC=1.CCOC(/N=N/C(OCC)=O)=O>CCOCC>[CH2:1]([N:8]1[CH2:13][CH2:12][CH:11]([CH2:14][CH2:15][O:16][C:21]2[CH:22]=[CH:23][C:18]([F:17])=[CH:19][CH:20]=2)[CH2:10][CH2:9]1)[C:2]1[CH:7]=[CH:6][CH:5]=[CH:4][CH:3]=1. Procedure details: To a solution of 1.5 g (6.84 mmol) of 1-benzyl-4-(2-hydroxy-1-ethyl)piperidine (Acros Chemical), 3.8 g (34.2 mmol) of 4-fluorophenol and 3.6 g (13.7 mmol) of triphenylphosphine in 25 mL of ether at 0° C. was slowly added dropwise 2.15 mL (13.7 mmol) of diethylazodicarboxylate (DEAD). The reaction mixture was allowed to warm to rt and was stirred for 12 h. To the reaction mixture was added 70 mL of ether and it was filtered through a thin pad of celite. The filtrate was washed with sat'd Na2CO3 s... Reactants: [N+](=O)([O-])C1=CC=C(C=C1)N1CCNCC1 (1-(4-Nitro-phenyl)-piperazine), [N+](=O)([O-])C=1C=C(C=CC1)N1CCNCC1 (1-(3-Nitro-phenyl)-piperazine), CS(=O)C1=NN2C(C=N1)=CC=C2C2=C(C=CC=C2)OC (2-Methanesulfinyl-7-(2-methoxy-phenyl)-pyrrolo[2,1-f][1,2,4]triazine), ClC=1C=C(C=CC1)C1=CC=C2C=NC(=NN21)S(=O)C (7-(3-Chloro-phenyl)-2-methanesulfinyl-pyrrolo[2,1-f][1,2,4]triazine). Product: ClC=1C=C(C=CC1)C1=CC=C2C=NC(=NN21)NC=2C=C(C=CC2)N2CCN(CC2)C[C@H](C)O ((S)-1-(4-{3-[7-(3-Chloro-phenyl)-pyrrolo[2,1-f][1,2,4]triazin-2-ylamino]-phenyl}-piperazin-1-yl)-propan-2-ol). As a reaction SMILES: [N+](C1C=CC(N2CCNCC2)=CC=1)([O-])=O.[N+:16]([C:19]1[CH:20]=[C:21]([N:25]2[CH2:30][CH2:29][NH:28][CH2:27][CH2:26]2)[CH:22]=[CH:23][CH:24]=1)([O-])=O.CS(C1N=CC2=CC=C([C:43]3C=CC=[CH:45][C:44]=3[O:49]C)N2N=1)=O.[Cl:51][C:52]1[CH:53]=[C:54]([C:58]2[N:66]3[C:61]([CH:62]=[N:63][C:64](S(C)=O)=[N:65]3)=[CH:60][CH:59]=2)[CH:55]=[CH:56][CH:57]=1>>[Cl:51][C:52]1[CH:53]=[C:54]([C:58]2[N:66]3[C:61]([CH:62]=[N:63][C:64]([NH:16][C:19]4[CH:20]=[C:21]([N:25]5[CH2:30][CH2:29][N:28]([CH2:43][C@@H:44]([OH:49])[CH3:45])[CH2:27][CH2:26]5)[CH:22]=[CH:23][CH:24]=4)=[N:65]3)=[CH:60][CH:59]=2)[CH:55]=[CH:56][CH:57]=1. Reported procedure: The compound was prepared in an analogous fashion to Example 69 replacing 1-(4-Nitro-phenyl)-piperazine with 1-(3-Nitro-phenyl)-piperazine and 2-Methanesulfinyl-7-(2-methoxy-phenyl)-pyrrolo[2,1-f][1,2,4]triazine with 7-(3-Chloro-phenyl)-2-methanesulfinyl-pyrrolo[2,1-f][1,2,4]triazine to afford 28.66 mg of (S)-1-(4-{3-[7-(3-Chloro-phenyl)-pyrrolo[2,1-f][1,2,4]triazin-2-ylamino]-phenyl}-piperazin-1-yl)-propan-2-ol as a lyophilized powder. (M+H)=463.12. 1H NMR (400 MHz, DMSO, d6) δ 9.41 (s, 1H), 9.... The reactants are C1(=CC=C(C=C1)S(=O)(=O)C1=C(C(=O)OCC(C)C)C(=CC(=C1O)C(=O)OCC(C)C)O)C (diisobutyl 2-p-toluenesulfonyl-3,6dihydroxyterephthalate). The reagents and catalysts are [O-2].[O-2].[Mn+4] (manganese dioxide). Solvent: C1=CC=CC=C1 (benzene). Reaction conditions: time 24 hour. The product is C1(=CC=C(C=C1)S(=O)(=O)C=1C(C(=CC(C1C(=O)OCC(C)C)=O)C(=O)OCC(C)C)=O)C (diisobutyl 2-p-toluenesulfonyl-1,4-benzoquinone-3,6-dicarboxylate). Yield: 70.0%. As a reaction SMILES: [C:1]1([CH3:32])[CH:6]=[CH:5][C:4]([S:7]([C:10]2[C:22]([OH:23])=[C:21]([C:24]([O:26][CH2:27][CH:28]([CH3:30])[CH3:29])=[O:25])[CH:20]=[C:19]([OH:31])[C:11]=2[C:12]([O:14][CH2:15][CH:16]([CH3:18])[CH3:17])=[O:13])(=[O:9])=[O:8])=[CH:3][CH:2]=1>[O-2].[O-2].[Mn+4].C1C=CC=CC=1>[C:1]1([CH3:32])[CH:2]=[CH:3][C:4]([S:7]([C:10]2[C:22](=[O:23])[C:21]([C:24]([O:26][CH2:27][CH:28]([CH3:30])[CH3:29])=[O:25])=[CH:20][C:19](=[O:31])[C:11]=2[C:12]([O:14][CH2:15][CH:16]([CH3:17])[CH3:18])=[O:13])(=[O:8])=[O:9])=[CH:5][CH:6]=1 |f:1.2.3|. Reported procedure: One part of diisobutyl 2-p-toluenesulfonyl-3,6dihydroxyterephthalate, 3 parts of electrolytic manganese dioxide and 5 parts of benzene were mixed. After allowing the mixture to stand for 24 hours, it was agitated at its boiling point for 3 hours. The reaction mixture was hot-filtered, and a portion of the benzene was distilled off to concentrate the filtrate to about 1/3 of its initial volume. Upon addition of ligroin, a yellowish precipitate was caused to deposit. The mixture was allowed to coo... Starting materials: C1(=CC=CC=C1)C (toluene), NC1=C(C(=O)OC(C)(C)C)C=CC(=C1)CCC1=CC=CC=C1 (tert-butyl 2-amino-4-phenethylbenzoate), FC1=CC=C(C=C1)I (1-fluoro-4-iodobenzene), C([O-])([O-])=O.[Cs+].[Cs+] (cesium carbonate). Reagents/catalysts: C(C)(=O)[O-].[Pd+2].C(C)(=O)[O-] (palladium acetate), C1(=CC=CC=C1)P(C1=C(C2=CC=CC=C2C=C1)C1=C(C=CC2=CC=CC=C12)P(C1=CC=CC=C1)C1=CC=CC=C1)C1=CC=CC=C1 (rac-2,2′-bis(diphenylphosphino)-1,1′-binaphthyl), C(C)(=O)[O-].[Pd+2].C(C)(=O)[O-] (palladium acetate), C1(=CC=CC=C1)P(C1=C(C2=CC=CC=C2C=C1)C1=C(C=CC2=CC=CC=C12)P(C1=CC=CC=C1)C1=CC=CC=C1)C1=CC=CC=C1 (rac-2,2′-bis(diphenylphosphino)-1,1′-binaphthyl). The solvent is O (water). Yields the product FC1=CC=C(NC2=C(C(=O)OC(C)(C)C)C=CC(=C2)CCC2=CC=CC=C2)C=C1 (tert-butyl 2-(4-fluoroanilino)-4-phenethylbenzoate). RXN SMILES: C1(C)C=CC=CC=1.[NH2:8][C:9]1[CH:21]=[C:20]([CH2:22][CH2:23][C:24]2[CH:29]=[CH:28][CH:27]=[CH:26][CH:25]=2)[CH:19]=[CH:18][C:10]=1[C:11]([O:13][C:14]([CH3:17])([CH3:16])[CH3:15])=[O:12].[F:30][C:31]1[CH:36]=[CH:35][C:34](I)=[CH:33][CH:32]=1.C(=O)([O-])[O-].[Cs+].[Cs+]>C([O-])(=O)C.[Pd+2].C([O-])(=O)C.C1(P(C2C=CC=CC=2)C2C=CC3C(=CC=CC=3)C=2C2C3C(=CC=CC=3)C=CC=2P(C2C=CC=CC=2)C2C=CC=CC=2)C=CC=CC=1.O>[F:30][C:31]1[CH:36]=[CH:35][C:34]([NH:8][C:9]2[CH:21]=[C:20]([CH2:22][CH2:23][C:24]3[CH:25]=[CH:26][CH:27]=[CH:28][CH:29]=3)[CH:19]=[CH:18][C:10]=2[C:11]([O:13][C:14]([CH3:17])([CH3:16])[CH3:15])=[O:12])=[CH:33][CH:32]=1 |f:3.4.5,6.7.8|. Reported procedure: To toluene 10 mL solution of tert-butyl 2-amino-4-phenethylbenzoate 1.0 g were added 1-fluoro-4-iodobenzene 0.98 mL, cesium carbonate 2.2 g, palladium acetate 8 mg and rac-2,2′-bis(diphenylphosphino)-1,1′-binaphthyl 21 mg at room temperature, and it was heated and refluxed under nitrogen atmosphere for 6 hours. After the reaction mixture was cooled to room temperature, palladium acetate 8 mg and rac-2,2′-bis(diphenylphosphino)-1,1′-binaphthyl 21 mg were added, and it was heated and refluxed unde...